Dataset: the Open Reaction Database (ORD), a public repository of structured organic reaction records. Task: describe an organic reaction: reactants, conditions, products, and yield Starting materials: COC1=C(C(=O)OC)C=C(C=C1)N (methyl 2-methoxy-5-aminobenzoate), C([O-])(O)=O.[Na+] (sodium bicarbonate), C(=O)NNC=O (diformyl hydrazine), O=P12OP3(=O)OP(=O)(O1)OP(=O)(O2)O3 (phosphorous pentoxide). The solvent is CO.ClCCl (methanol dichloromethane), C(C)(=O)OCC.ClCCl (ethyl acetate dichloromethane). Run at temperature 160 celsius, time 1.5 hour. Yields the product COC1=C(C(=O)OC)C=C(C=C1)N1N=NCC1 (methyl 2-methoxy-5-(4H-triazol-1-yl)benzoate). Reaction SMILES: [CH3:1][O:2][C:3]1[CH:12]=[CH:11][C:10]([NH2:13])=[CH:9][C:4]=1[C:5]([O:7][CH3:8])=[O:6].[CH:14]([NH:16][NH:17]C=O)=O.O=P12OP3(OP(OP(O3)(O1)=O)(=O)O2)=O.[C:34](=O)(O)[O-].[Na+]>CO.ClCCl.C(OCC)(=O)C.ClCCl>[CH3:1][O:2][C:3]1[CH:12]=[CH:11][C:10]([N:13]2[CH2:34][CH2:14][N:16]=[N:17]2)=[CH:9][C:4]=1[C:5]([O:7][CH3:8])=[O:6] |f:3.4,5.6,7.8|. Reported procedure: Alternately, according to the method of J. Med. Chem., 21, 1100 (1978), combine methyl 2-methoxy-5-aminobenzoate (1.8 g, 10 mmol), diformyl hydrazine (0.97 g, 11 mmol), and phosphorous pentoxide (1.84 g, 13 mmol). Heat to 160° C. After 1.5 hours, cool the reaction mixture and add a saturated aqueous solution of sodium bicarbonate. Extract three times with dichloromethane. Dry the combined organic layers over MgSO4, filter, and evaporate in vacuo to give a residue. Chromatograph the residue on si... The reactants are OC=1C(=C2CCC(OC2=C(C1C)C)(C(=O)O)C)C (6-Hydroxy-2,5,7,8-tetramethylchroman-2-carboxylic acid), C1=CN(C=N1)C(=O)N2C=CN=C2 (CDI), N1CCCCC1 (piperidine). Solvent: C1CCOC1 (THF), C1CCOC1 (THF). Conditions: time 2 hour. The product is OC=1C(=C2CCC(OC2=C(C1C)C)(C)C(=O)N1CCCCC1)C ((6-hydroxy-2,5,7,8-tetramethylchroman-2-yl)(piperidin-1-yl)methanone). Isolated yield 78.1%. As a reaction SMILES: [OH:1][C:2]1[C:3]([CH3:18])=[C:4]2[C:9](=[C:10]([CH3:13])[C:11]=1[CH3:12])[O:8][C:7]([CH3:17])([C:14]([OH:16])=O)[CH2:6][CH2:5]2.C1N=CN(C(N2C=NC=C2)=O)C=1.[NH:31]1[CH2:36][CH2:35][CH2:34][CH2:33][CH2:32]1>C1COCC1>[OH:1][C:2]1[C:3]([CH3:18])=[C:4]2[C:9](=[C:10]([CH3:13])[C:11]=1[CH3:12])[O:8][C:7]([C:14]([N:31]1[CH2:36][CH2:35][CH2:34][CH2:33][CH2:32]1)=[O:16])([CH3:17])[CH2:6][CH2:5]2. Reported procedure: 6-Hydroxy-2,5,7,8-tetramethylchroman-2-carboxylic acid (1.005 g, 4.00 mmol) in 22 mL THF was treated with 722.8 mg CDI (4.4 mmol) and stirred for 2 h at room temperature. The pale yellow solution was then treated with 450 μL (381 mg, 4.47 mmol) piperidine in 22 mL THF in 1-2 mL portions over 2 h. The reaction was stirred overnight at room temperature. The reaction was concentrated and the residue dissolved in 100 mL CH2Cl2 and sequentially washed with 50 mL 0.25 M HCl, 50 mL 1.0 M NaHCO3, 50 mL ... The reactants are O1C(=CC=C1)C1CC(CC(C1)=O)=O (5-(2-furyl)cyclohexane-1,3-dione), C(C)(=O)[O-].[NH4+] (ammonium acetate). Solvent: C(C)O (ethanol). The product is NC1=CC(CC(C1)C=1OC=CC1)=O (1-amino-5-(2-furyl)cyclohexen-3-one). Yield: 76.3%. Reaction SMILES: [O:1]1[CH:5]=[CH:4][CH:3]=[C:2]1[CH:6]1[CH2:11][C:10](=O)[CH2:9][C:8](=[O:13])[CH2:7]1.C([O-])(=O)C.[NH4+:18]>C(O)C>[NH2:18][C:10]1[CH2:11][CH:6]([C:2]2[O:1][CH:5]=[CH:4][CH:3]=2)[CH2:7][C:8](=[O:13])[CH:9]=1 |f:1.2|. Reported procedure: A mixture of 5-(2-furyl)cyclohexane-1,3-dione (1.78 g) and ammonium acetate (2.3 g) in ethanol (35 ml) was refluxed for 15 hours, and the reaction solution was concentrated under reduced pressure. To the residue was added water (30 ml), and the resulting crystals were filtered. The crystals were washed with water and ethyl acetate, and dried to give 1-amino-5-(2-furyl)cyclohexen-3-one (1.35 g) as pale yellow crystals. The reactants are O=C([O-])[O-], CC(=O)OC(C)=O, O=CO, [K+], [K+], O, Nc1ccnn1CCO. RXN SMILES: [C:20](=[O:21])([O-:22])[O-:23].[CH3:1][C:2]([O:3][C:4](=[O:5])[CH3:6])=[O:7].[CH:8](=[O:9])[OH:10].[K+:24].[K+:25].[OH2:26].[OH:11][CH2:12][CH2:13][n:14]1[n:15][cH:16][cH:17][c:18]1[NH2:19]>>[CH:8](=[O:10])[NH:19][c:18]1[n:14]([CH2:13][CH2:12][OH:11])[n:15][cH:16][cH:17]1. The product is O=CNc1ccnn1CCO.